Task: describe an organic reaction: reactants, conditions, products, and yield. Dataset: the Open Reaction Database (ORD), a public repository of structured organic reaction records The reactants are COC(=O)CCCCCn1c(-n2ccnc2)c(C)c2ccccc21, CCO, CCOCC, Cl, [Na+], [OH-]. The product is Cl, Cc1c(-n2ccnc2)n(CCCCCC(=O)O)c2ccccc12. Reaction SMILES: [CH3:1][O:2][C:3](=[O:4])[CH2:5][CH2:6][CH2:7][CH2:8][CH2:9][n:10]1[c:11](-[n:20]2[cH:21][n:22][cH:23][cH:24]2)[c:12]([CH3:19])[c:13]2[cH:14][cH:15][cH:16][cH:17][c:18]12.[CH3:28][CH2:29][OH:30].[CH3:31][CH2:32][O:33][CH2:34][CH3:35].[ClH:27].[Na+:26].[OH-:25]>>[ClH:27].[O:2]=[C:3]([OH:4])[CH2:5][CH2:6][CH2:7][CH2:8][CH2:9][n:10]1[c:11](-[n:20]2[cH:21][n:22][cH:23][cH:24]2)[c:12]([CH3:19])[c:13]2[cH:14][cH:15][cH:16][cH:17][c:18]12. Starting materials: COc1ccc(Br)cc1C=O, CC(=O)[O-], CC(=O)OC(C)=O, Cl, NO, [Na+], [Na+], [OH-], O. The product is COc1ccc(Br)cc1C#N. As a reaction SMILES: [Br:1][c:2]1[cH:3][cH:4][c:5]([O:10][CH3:11])[c:6]([CH:7]=[O:8])[cH:9]1.[CH3:16][C:17](=[O:18])[O-:19].[CH3:20][C:21]([O:22][C:23](=[O:24])[CH3:25])=[O:26].[ClH:12].[NH2:13][OH:14].[Na+:15].[Na+:28].[OH-:27].[OH2:29]>>[Br:1][c:2]1[cH:3][cH:4][c:5]([O:10][CH3:11])[c:6]([C:7]#[N:13])[cH:9]1. Starting materials: C(C1=CC=CC=C1)OC1=C(C=C(C(=O)NCC(C2=NC(=NC(=C2)C)NC(C)C)(OCC)OCC)C=C1C)CC (4-benzyloxy-N-[2,2-diethoxy-2-(2-isopropylamino-6-methyl-pyrimidin-4-yl)-ethyl]-3-ethyl-5-methyl-benzamide), [OH-].[Na+] (NaOH). Yield: 108.6%. Run in C1CCOC1 (THF), Cl (HCl). RXN SMILES: [CH2:1]([O:8][C:9]1[C:36]([CH3:37])=[CH:35][C:12]([C:13]([NH:15][CH2:16][C:17](OCC)([O:29]CC)[C:18]2[CH:23]=[C:22]([CH3:24])[N:21]=[C:20]([NH:25][CH:26]([CH3:28])[CH3:27])[N:19]=2)=[O:14])=[CH:11][C:10]=1[CH2:38][CH3:39])[C:2]1[CH:7]=[CH:6][CH:5]=[CH:4][CH:3]=1.[OH-].[Na+]>C1COCC1.Cl>[CH2:1]([O:8][C:9]1[C:36]([CH3:37])=[CH:35][C:12]([C:13]([NH:15][CH2:16][C:17]([C:18]2[CH:23]=[C:22]([CH3:24])[N:21]=[C:20]([NH:25][CH:26]([CH3:28])[CH3:27])[N:19]=2)=[O:29])=[O:14])=[CH:11][C:10]=1[CH2:38][CH3:39])[C:2]1[CH:3]=[CH:4][CH:5]=[CH:6][CH:7]=1 |f:1.2|. Conditions: temperature 65 celsius, time 18 hour. Product: C(C1=CC=CC=C1)OC1=C(C=C(C(=O)NCC(=O)C2=NC(=NC(=C2)C)NC(C)C)C=C1C)CC (4-benzyloxy-3-ethyl-N-[2-(2-isopropylamino-6-methyl-pyrimidin-4-yl)-2-oxo-ethyl]-5-methyl-benzamide). Reported procedure: To a solution of 4-benzyloxy-N-[2,2-diethoxy-2-(2-isopropylamino-6-methyl-pyrimidin-4-yl)-ethyl]-3-ethyl-5-methyl-benzamide (346 mg, 0.65 mmol) in THF (8 mL), 25% aq. HCl (500 μL) is added and the mixture is stirred at 65° C. for 18 h. The mixture is cooled to 0° C., neutralized by adding 1 N aq. NaOH solution and extracted twice with EtOAc. The combined org. extracts are dried over Na2SO4, filtered and concentrated to give crude 4-benzyloxy-3-ethyl-N-[2-(2-isopropylamino-6-methyl-pyrimidin-4-yl... The reactants are C(C=1C(O)=CC=CC1)(=O)OC (methyl salicylate), FC=1C=C(CBr)C=CC1 (3-fluorobenzyl bromide), C([O-])([O-])=O.[K+].[K+] (potassium carbonate), C(C)(=O)OCC (Ethyl acetate). Run in CN(C=O)C (N,N-dimethylformamide). Reaction conditions: temperature 80 celsius, time 5 hour. The product is FC=1C=C(COC2=C(C(=O)OC)C=CC=C2)C=CC1 (methyl 2-(3-fluorobenzyloxy)benzoate). The yield is 77.0%. As a reaction SMILES: [C:1]([O:10][CH3:11])(=[O:9])[C:2]1[C:3](=[CH:5][CH:6]=[CH:7][CH:8]=1)[OH:4].[F:12][C:13]1[CH:14]=[C:15]([CH:18]=[CH:19][CH:20]=1)[CH2:16]Br.C(=O)([O-])[O-].[K+].[K+].C(OCC)(=O)C>CN(C)C=O>[F:12][C:13]1[CH:14]=[C:15]([CH:18]=[CH:19][CH:20]=1)[CH2:16][O:4][C:3]1[CH:5]=[CH:6][CH:7]=[CH:8][C:2]=1[C:1]([O:10][CH3:11])=[O:9] |f:2.3.4|. Reported procedure: To a solution of methyl salicylate (1.512 g, 9.93 mmol) in N,N-dimethylformamide (15 ml) were added 3-fluorobenzyl bromide (1.3 ml, 10.6 mmol) and potassium carbonate (1.780 g, 12.88 mmol), and the mixture was stirred at 80° C. for 5 hr. Ethyl acetate was added to the reaction mixture, the mixture was washed with water, and the organic layer was dried over sodium sulfate. The solvent was evaporated under reduced pressure, and the obtained residue was purified by silica gel column chromatography ... Starting materials: CCCCCCCCCCCCCCCCCC(=O)OC, CC(=O)[O-], CC(=O)[O-], [Mg+2], [Mg+2], [O-][Si]([O-])([O-])[O-], [Zn+2]. Product: CCCCCCCCCCCCCCCCCC(=O)O. Reaction SMILES: [C:1]([CH2:2][CH2:3][CH2:4][CH2:5][CH2:6][CH2:7][CH2:8][CH2:9][CH2:10][CH2:11][CH2:12][CH2:13][CH2:14][CH2:15][CH2:16][CH2:17][CH3:18])(=[O:19])[O:20][CH3:21].[CH3:30][C:31](=[O:32])[O-:33].[CH3:34][C:35](=[O:36])[O-:37].[Mg+2:27].[Mg+2:28].[Si:22]([O-:23])([O-:24])([O-:25])[O-:26].[Zn+2:29]>>[C:1]([CH2:2][CH2:3][CH2:4][CH2:5][CH2:6][CH2:7][CH2:8][CH2:9][CH2:10][CH2:11][CH2:12][CH2:13][CH2:14][CH2:15][CH2:16][CH2:17][CH3:18])(=[O:19])[OH:20]. The reactants are O=C([O-])[O-], CCO, Cc1ccccc1, OB(O)c1ccc(C(F)(F)F)cc1, [Na+], [Na+], O=S(=O)(NCCCCO)c1ccc(Br)cc1, [Pd], c1ccc(P(c2ccccc2)c2ccccc2)cc1, c1ccc(P(c2ccccc2)c2ccccc2)cc1, c1ccc(P(c2ccccc2)c2ccccc2)cc1, c1ccc(P(c2ccccc2)c2ccccc2)cc1. Product: O=S(=O)(NCCCCO)c1ccc(-c2ccc(C(F)(F)F)cc2)cc1. RXN SMILES: [C:30](=[O:31])([O-:32])[O-:33].[CH3:36][CH2:37][OH:38].[CH3:39][c:40]1[cH:41][cH:42][cH:43][cH:44][cH:45]1.[F:17][C:18]([c:19]1[cH:20][cH:21][c:22]([B:25]([OH:26])[OH:27])[cH:23][cH:24]1)([F:28])[F:29].[Na+:34].[Na+:35].[OH:1][CH2:2][CH2:3][CH2:4][CH2:5][NH:6][S:7](=[O:8])(=[O:9])[c:10]1[cH:11][cH:12][c:13]([Br:16])[cH:14][cH:15]1.[Pd:46].[c:104]1([P:105]([c:106]2[cH:107][cH:108][cH:109][cH:110][cH:111]2)[c:112]2[cH:113][cH:114][cH:115][cH:116][cH:117]2)[cH:118][cH:119][cH:120][cH:121][cH:122]1.[c:47]1([P:48]([c:49]2[cH:50][cH:51][cH:52][cH:53][cH:54]2)[c:55]2[cH:56][cH:57][cH:58][cH:59][cH:60]2)[cH:61][cH:62][cH:63][cH:64][cH:65]1.[c:66]1([P:67]([c:68]2[cH:69][cH:70][cH:71][cH:72][cH:73]2)[c:74]2[cH:75][cH:76][cH:77][cH:78][cH:79]2)[cH:80][cH:81][cH:82][cH:83][cH:84]1.[c:85]1([P:86]([c:87]2[cH:88][cH:89][cH:90][cH:91][cH:92]2)[c:93]2[cH:94][cH:95][cH:96][cH:97][cH:98]2)[cH:99][cH:100][cH:101][cH:102][cH:103]1>>[OH:1][CH2:2][CH2:3][CH2:4][CH2:5][NH:6][S:7](=[O:8])(=[O:9])[c:10]1[cH:11][cH:12][c:13](-[c:22]2[cH:21][cH:20][c:19]([C:18]([F:17])([F:28])[F:29])[cH:24][cH:23]2)[cH:14][cH:15]1. The reactants are C(C)N(S(=O)(=O)C=1N=C(N(C1)C)C)[C@@H]1CC[C@H](CC1)C(C(F)(F)F)(C(F)(F)F)O[Si](CC)(CC)CC (trans 1,2-dimethyl-1H-imidazole-4-sulfonic acid ethyl-[4-(2,2,2-trifluoro-1-triethylsilanyloxy-1-trifluoromethyl-ethyl)-cyclohexyl]-amide), CCCC[N+](CCCC)(CCCC)CCCC.[F-] (TBAF). Run in C1CCOC1 (THF). Reaction conditions: time 2 hour. The product is C(C)N(S(=O)(=O)C=1N=C(N(C1)C)C)[C@@H]1CC[C@H](CC1)C(C(F)(F)F)(C(F)(F)F)O (trans 1,2-dimethyl-1H-imidazole-4-sulfonic acid ethyl-[4-(2,2,2-trifluoro-1-hydroxy-1-trifluoromethyl-ethyl)-cyclohexyl]-amide). The yield is 40.5%. As a reaction SMILES: [CH2:1]([N:3]([C@H:14]1[CH2:19][CH2:18][C@H:17]([C:20]([O:29][Si](CC)(CC)CC)([C:25]([F:28])([F:27])[F:26])[C:21]([F:24])([F:23])[F:22])[CH2:16][CH2:15]1)[S:4]([C:7]1[N:8]=[C:9]([CH3:13])[N:10]([CH3:12])[CH:11]=1)(=[O:6])=[O:5])[CH3:2].CCCC[N+](CCCC)(CCCC)CCCC.[F-]>C1COCC1>[CH2:1]([N:3]([C@H:14]1[CH2:15][CH2:16][C@H:17]([C:20]([OH:29])([C:25]([F:28])([F:26])[F:27])[C:21]([F:23])([F:24])[F:22])[CH2:18][CH2:19]1)[S:4]([C:7]1[N:8]=[C:9]([CH3:13])[N:10]([CH3:12])[CH:11]=1)(=[O:6])=[O:5])[CH3:2] |f:1.2|. Procedure details: A solution of 130 mg (0.23 mmol) of trans 1,2-dimethyl-1H-imidazole-4-sulfonic acid ethyl-[4-(2,2,2-trifluoro-1-triethylsilanyloxy-1-trifluoromethyl-ethyl)-cyclohexyl]-amide in 2 mL of THF was treated with an excess of TBAF and stirred for 2 hrs at RT. Distribution between a saturated aqueous solution of NH4Cl and Et2O, drying of the combined organic phases, evaporation of the solvent and column chromatography on silica gel with EtOAc/heptane 1:1 gave 42 mg (25%) of trans 1,2-dimethyl-1H-imidazo... Run at time 8 hour. Reported procedure: To a solution of 2-amino-6-fluorobenzoic acid (8.0 g, 0.052 mol) in anhydrous DMF (30 mL) and anhydrous dioxane (30 mL) at 0° C. in a 250 mL 3-necked flask fitted with a constant additional funnel was added, dropwise, bromoacetyl bromide (10.4 g, 100 mol%) while keeping the internal temperature between 0° C. and 2° C. After the addition was completed (~30 min), the reaction mixture was stirred at rt overnight. Water (100 mL) was added, and the light crystalline compound which precipitated was fi... RXN SMILES: [NH2:1][C:2]1[CH:10]=[CH:9][CH:8]=[C:7]([F:11])[C:3]=1[C:4]([OH:6])=[O:5].[Br:12][CH2:13][C:14](Br)=[O:15].O>CN(C=O)C.O1CCOCC1>[Br:12][CH2:13][C:14]([NH:1][C:2]1[CH:10]=[CH:9][CH:8]=[C:7]([F:11])[C:3]=1[C:4]([OH:6])=[O:5])=[O:15]. Run in CN(C)C=O (DMF), O1CCOCC1 (dioxane). Yields the product BrCC(=O)NC1=C(C(=O)O)C(=CC=C1)F (2-((2-Bromoacetyl)amino)-6-fluorobenzoic Acid). Yield: 66.8%. Starting materials: NC1=C(C(=O)O)C(=CC=C1)F (2-amino-6-fluorobenzoic acid), O (Water), BrCC(=O)Br (bromoacetyl bromide). Reported procedure: To a pressure tube was added 4-(6-bromo-1H-1,3-benzodiazol-1-yl)pyrimidin-2-amine (70% purity, 790 mg, 1.91 mmol), followed by piperidine (4 mL), tetrakis(triphenylphosphine)palladium (220 mg, 0.19 mmol), copper(I) iodide (36.3 mg, 0.19 mmol)) and 2-(1,3-thiazol-2-yl)but-3-yn-2-ol (584.04 mg, 3.81 mmol). The reaction was capped and stirred at 75° C. for 3.5 hr. The reaction mixture was concentrated in vacuo and purified by flash chromatography (Isolute column, 2% MeOH in DCM to 3% MeOH in DCM) f... The reactants are BrC=1C=CC2=C(N(C=N2)C2=NC(=NC=C2)N)C1 (4-(6-bromo-1H-1,3-benzodiazol-1-yl)pyrimidin-2-amine), N1CCCCC1 (piperidine), S1C(=NC=C1)C(C)(C#C)O (2-(1,3-thiazol-2-yl)but-3-yn-2-ol). Yields the product NC1=NC=CC(=N1)N1C=NC2=C1C=C(C=C2)C#CC(C)(O)C=2SC=CN2 (4-[1-(2-aminopyrimidin-4-yl)-1H-1,3-benzodiazol-6-yl]-2-(1,3-thiazol-2-yl)but-3-yn-2-ol). Run at temperature 75 celsius, time 3.5 hour. As a reaction SMILES: Br[C:2]1[CH:3]=[CH:4][C:5]2[N:9]=[CH:8][N:7]([C:10]3[CH:15]=[CH:14][N:13]=[C:12]([NH2:16])[N:11]=3)[C:6]=2[CH:17]=1.N1CCCCC1.[S:24]1[CH:28]=[CH:27][N:26]=[C:25]1[C:29]([OH:33])([C:31]#[CH:32])[CH3:30]>C1C=CC([P]([Pd]([P](C2C=CC=CC=2)(C2C=CC=CC=2)C2C=CC=CC=2)([P](C2C=CC=CC=2)(C2C=CC=CC=2)C2C=CC=CC=2)[P](C2C=CC=CC=2)(C2C=CC=CC=2)C2C=CC=CC=2)(C2C=CC=CC=2)C2C=CC=CC=2)=CC=1.[Cu]I>[NH2:16][C:12]1[N:11]=[C:10]([N:7]2[C:6]3[CH:17]=[C:2]([C:32]#[C:31][C:29]([C:25]4[S:24][CH:28]=[CH:27][N:26]=4)([OH:33])[CH3:30])[CH:3]=[CH:4][C:5]=3[N:9]=[CH:8]2)[CH:15]=[CH:14][N:13]=1 |^1:37,39,58,77|. Reagents/catalysts: C=1C=CC(=CC1)[P](C=2C=CC=CC2)(C=3C=CC=CC3)[Pd]([P](C=4C=CC=CC4)(C=5C=CC=CC5)C=6C=CC=CC6)([P](C=7C=CC=CC7)(C=8C=CC=CC8)C=9C=CC=CC9)[P](C=1C=CC=CC1)(C=1C=CC=CC1)C=1C=CC=CC1 (tetrakis(triphenylphosphine)palladium), [Cu]I (copper(I) iodide). Reactants: Brc1ccc2c(c1)OCO2, O=C1CCN(Cc2ccccc2)CC1, [Cl-], [Mg], [NH4+], C1CCOC1. Product: OC1(c2ccc3c(c2)OCO3)CCN(Cc2ccccc2)CC1. Reaction SMILES: [Br:2][c:3]1[cH:4][c:5]2[c:6]([cH:10][cH:11]1)[O:7][CH2:8][O:9]2.[CH2:12]([c:13]1[cH:14][cH:15][cH:16][cH:17][cH:18]1)[N:19]1[CH2:20][CH2:21][C:22](=[O:25])[CH2:23][CH2:24]1.[Cl-:26].[Mg:1].[NH4+:27].[O:28]1[CH2:29][CH2:30][CH2:31][CH2:32]1>>[c:3]1([C:22]2([OH:25])[CH2:21][CH2:20][N:19]([CH2:12][c:13]3[cH:14][cH:15][cH:16][cH:17][cH:18]3)[CH2:24][CH2:23]2)[cH:4][c:5]2[c:6]([cH:10][cH:11]1)[O:7][CH2:8][O:9]2.